Dataset: the Open Reaction Database (ORD), a public repository of structured organic reaction records. Task: describe an organic reaction: reactants, conditions, products, and yield Starting materials: FC=1C=C(C(=O)N)C=CC1I (3-fluoro-4-iodobenzamide), C(C(=O)Cl)(=O)Cl (oxalyl chloride). The solvent is C(CCl)Cl (EDC). The product is FC=1C=C(C(=O)N=C=O)C=CC1I (3-fluoro-4-iodobenzoyl isocyanate). Reaction SMILES: [F:1][C:2]1[CH:3]=[C:4]([CH:8]=[CH:9][C:10]=1[I:11])[C:5]([NH2:7])=[O:6].C(Cl)(=O)[C:13](Cl)=[O:14]>C(Cl)CCl>[F:1][C:2]1[CH:3]=[C:4]([CH:8]=[CH:9][C:10]=1[I:11])[C:5]([N:7]=[C:13]=[O:14])=[O:6]. Reported procedure: The title compound was prepared according to the procedure described in step-2 of Intermediate-8 by using 3-fluoro-4-iodobenzamide (2.0 g), oxalyl chloride (0.120 mL) and EDC (25 mL) to afford 1.0 g of the desired product. The reactants are CC1CCC(N(C(=O)Nc2ncc(SC#N)s2)C2CCCCC2)CC1, ClCCN1CCOCC1, OC(CS)C(O)CS. The product is CC1CCC(N(C(=O)Nc2ncc(SCCN3CCOCC3)s2)C2CCCCC2)CC1. As a reaction SMILES: [CH:1]1([N:7]([C:8](=[O:9])[NH:10][c:11]2[s:12][c:13]([S:16][C:17]#[N:18])[cH:14][n:15]2)[CH:19]2[CH2:20][CH2:21][CH:22]([CH3:25])[CH2:23][CH2:24]2)[CH2:2][CH2:3][CH2:4][CH2:5][CH2:6]1.[Cl:34][CH2:35][CH2:36][N:37]1[CH2:38][CH2:39][O:40][CH2:41][CH2:42]1.[SH:26][CH2:27][CH:28]([CH:29]([CH2:30][SH:31])[OH:32])[OH:33]>>[CH:1]1([N:7]([C:8](=[O:9])[NH:10][c:11]2[s:12][c:13]([S:16][CH2:35][CH2:36][N:37]3[CH2:38][CH2:39][O:40][CH2:41][CH2:42]3)[cH:14][n:15]2)[CH:19]2[CH2:20][CH2:21][CH:22]([CH3:25])[CH2:23][CH2:24]2)[CH2:2][CH2:3][CH2:4][CH2:5][CH2:6]1.